This data is from the Open Reaction Database (ORD), a public repository of structured organic reaction records. The task is: describe an organic reaction: reactants, conditions, products, and yield The reactants are [N+](=O)([O-])C=1C=CC(=NC1)O[C@H](C(F)(F)F)C (5-Nitro-2-((S)-2,2,2-trifluoro-1-methyl-ethoxy)-pyridine), [H][H] (hydrogen). The reagents and catalysts are [Pd] (palladium on carbon). The solvent is CO (MeOH). The product is FC([C@@H](OC1=CC=C(C=N1)N)C)(F)F (6-((S)-2,2,2-Trifluoro-1-methyl-ethoxy)-pyridin-3-ylamine). As a reaction SMILES: [N+:1]([C:4]1[CH:5]=[CH:6][C:7]([O:10][C@@H:11]([CH3:16])[C:12]([F:15])([F:14])[F:13])=[N:8][CH:9]=1)([O-])=O.[H][H]>[Pd].CO>[F:15][C:12]([F:13])([F:14])[C@H:11]([CH3:16])[O:10][C:7]1[N:8]=[CH:9][C:4]([NH2:1])=[CH:5][CH:6]=1. Procedure details: 5-Nitro-2-((S)-2,2,2-trifluoro-1-methyl-ethoxy)-pyridine (81.9 g) and palladium on carbon (10% Pd, 0.0065 mol-eq) were added to MeOH and the mixture was hydrogenated until uptake of hydrogen was ceasing. The catalyst was removed by filtration and the filtrate was concentrated and further dried in vacuo to provide the title compound as a dark oil. MS (m/e): 207.0 (MH+). Reactants: CCOC(=O)c1c(O)c2cccn2n(Cc2c(F)cccc2F)c1=O, NCC(=O)[O-], [Na+]. The product is O=C(O)CNC(=O)c1c(O)c2cccn2n(Cc2c(F)cccc2F)c1=O. RXN SMILES: [CH2:1]([O:2][C:4](=[O:5])[c:6]1[c:7]([OH:25])[c:8]2[n:9]([n:10]([CH2:13][c:14]3[c:15]([F:21])[cH:16][cH:17][cH:18][c:19]3[F:20])[c:11]1=[O:12])[cH:22][cH:23][cH:24]2)[CH3:3].[NH2:26][CH2:27][C:28](=[O:29])[O-:30].[Na+:31]>>[C:4](=[O:5])([c:6]1[c:7]([OH:25])[c:8]2[n:9]([n:10]([CH2:13][c:14]3[c:15]([F:21])[cH:16][cH:17][cH:18][c:19]3[F:20])[c:11]1=[O:12])[cH:22][cH:23][cH:24]2)[NH:26][CH2:27][C:28](=[O:29])[OH:30]. The reactants are CC1([C@H]2CCC(=C)[C@@H]1C2)C ((-)-B-pinene), OO (hydrogen peroxide), B.S1CCOCC1 (borane 1,4-thioxane), ice water, [OH-].[Na+] (sodium hydroxide). Run in CCCCC (pentane), C(C)O (ethanol). Conditions: time 15 minute. Product: CC1([C@H]2CC[C@H]([C@@H]1C2)CO)C ((-)-cis-myrtanol). Yield: 79.0%. Reaction SMILES: [CH3:1][C:2]1([CH3:10])[C@H:8]2[CH2:9][C@@H:3]1[CH2:4][CH2:5][C:6]2=[CH2:7].B.S1CC[O:15]CC1.[OH-].[Na+].OO>C(O)C.CCCCC>[CH3:1][C:2]1([CH3:10])[C@H:8]2[CH2:9][C@@H:3]1[CH2:4][CH2:5][C@H:6]2[CH2:7][OH:15] |f:1.2,3.4|. Procedure: Hydroboration was carried out by adding (-)-B-pinene (11.9 ml, 75 mmol, 95.5% optical purity) dropwise to a well-stirred mixture of borane-1,4-thioxane (3.13 ml, 25 mmol) and pentane (18.3 ml) at room temperature (under nitrogen). The solution was allowed to stand for 15 min. to complete the hydroboration. Then ethanol (15 ml) was added, followed by 3 M sodium hydroxide (25.0 ml, 75 mmol). The reaction mixture was then immersed in a cooling bath and 30% aqueous hydrogen peroxide (9.4 ml, 75 mmol... As a reaction SMILES: [C:38](=[O:39])([O-:40])[O-:41].[CH3:21][NH:22][c:23]1[n:24][cH:25][c:26]([B:29]2[O:30][C:31]([CH3:32])([CH3:33])[C:34]([CH3:35])([CH3:36])[O:37]2)[cH:27][cH:28]1.[CH3:44][c:45]1[cH:46][cH:47][cH:48][cH:49][cH:50]1.[CH3:51][CH2:52][OH:53].[I:1][c:2]1[n:3][n:4]([CH:18]([CH3:19])[CH3:20])[cH:5][c:6]1-[c:7]1[n:8][c:9]([NH:13][CH2:14][CH:15]([CH3:16])[OH:17])[n:10][cH:11][cH:12]1.[Na+:42].[Na+:43].[cH:54]1[cH:55][cH:56][c:57]([P:58]([Pd:59]([P:60]([c:61]2[cH:62][cH:63][cH:64][cH:65][cH:66]2)([c:67]2[cH:68][cH:69][cH:70][cH:71][cH:72]2)[c:73]2[cH:74][cH:75][cH:76][cH:77][cH:78]2)([P:79]([c:80]2[cH:81][cH:82][cH:83][cH:84][cH:85]2)([c:86]2[cH:87][cH:88][cH:89][cH:90][cH:91]2)[c:92]2[cH:93][cH:94][cH:95][cH:96][cH:97]2)[P:98]([c:99]2[cH:100][cH:101][cH:102][cH:103][cH:104]2)([c:105]2[cH:106][cH:107][cH:108][cH:109][cH:110]2)[c:111]2[cH:112][cH:113][cH:114][cH:115][cH:116]2)([c:117]2[cH:118][cH:119][cH:120][cH:121][cH:122]2)[c:123]2[cH:124][cH:125][cH:126][cH:127][cH:128]2)[cH:129][cH:130]1>>[c:2]1(-[c:26]2[cH:25][n:24][c:23]([NH:22][CH3:21])[cH:28][cH:27]2)[n:3][n:4]([CH:18]([CH3:19])[CH3:20])[cH:5][c:6]1-[c:7]1[n:8][c:9]([NH:13][CH2:14][CH:15]([CH3:16])[OH:17])[n:10][cH:11][cH:12]1. Starting materials: O=C([O-])[O-], CNc1ccc(B2OC(C)(C)C(C)(C)O2)cn1, Cc1ccccc1, CCO, CC(O)CNc1nccc(-c2cn(C(C)C)nc2I)n1, [Na+], [Na+], c1ccc(P(c2ccccc2)(c2ccccc2)[Pd](P(c2ccccc2)(c2ccccc2)c2ccccc2)(P(c2ccccc2)(c2ccccc2)c2ccccc2)P(c2ccccc2)(c2ccccc2)c2ccccc2)cc1. Product: CNc1ccc(-c2nn(C(C)C)cc2-c2ccnc(NCC(C)O)n2)cn1.